Dataset: the Open Reaction Database (ORD), a public repository of structured organic reaction records. Task: describe an organic reaction: reactants, conditions, products, and yield Starting materials: CCCCCCCCc1ccc(OCC(=O)Cn2cccc2C(=O)OC(C)(C)C)cc1, ClCCl, O=C(O)C(F)(F)F. The product is CCCCCCCCc1ccc(OCC(=O)Cn2cccc2C(=O)O)cc1. RXN SMILES: [C:1]([CH3:2])([CH3:3])([CH3:4])[O:5][C:6](=[O:7])[c:8]1[n:9]([CH2:13][C:14]([CH2:15][O:16][c:17]2[cH:18][cH:19][c:20]([CH2:23][CH2:24][CH2:25][CH2:26][CH2:27][CH2:28][CH2:29][CH3:30])[cH:21][cH:22]2)=[O:31])[cH:10][cH:11][cH:12]1.[Cl:39][CH2:40][Cl:41].[OH:32][C:33]([C:34]([F:35])([F:36])[F:37])=[O:38]>>[O:5]=[C:6]([OH:7])[c:8]1[n:9]([CH2:13][C:14]([CH2:15][O:16][c:17]2[cH:18][cH:19][c:20]([CH2:23][CH2:24][CH2:25][CH2:26][CH2:27][CH2:28][CH2:29][CH3:30])[cH:21][cH:22]2)=[O:31])[cH:10][cH:11][cH:12]1. The reactants are NC=1C=C(C=CC1N)C1(N(C(C2=CC=CC=C12)=O)CC1=CC=CC=C1)O (3-(3,4-diaminophenyl)-3-hydroxy-2-(phenylmethyl)-2,3-dihydro-1H-isoindol-1-one), N#CBr (cyanogen bromide). The solvent is C(C)O (ethanol). Yields the product NC1=NC2=C(N1)C=CC(=C2)C2(N(C(C1=CC=CC=C21)=O)CC2=CC=CC=C2)O (3-(2-amino-1H-benzimidazol-5-yl)-3-hydroxy-2-(phenylmethyl)-2,3-dihydro-1H-isoindol-1-one). Yield: 1.6%. As a reaction SMILES: [NH2:1][C:2]1[CH:3]=[C:4]([C:9]2([OH:26])[C:17]3[C:12](=[CH:13][CH:14]=[CH:15][CH:16]=3)[C:11](=[O:18])[N:10]2[CH2:19][C:20]2[CH:25]=[CH:24][CH:23]=[CH:22][CH:21]=2)[CH:5]=[CH:6][C:7]=1[NH2:8].[N:27]#[C:28]Br>C(O)C>[NH2:27][C:28]1[NH:8][C:7]2[CH:6]=[CH:5][C:4]([C:9]3([OH:26])[C:17]4[C:12](=[CH:13][CH:14]=[CH:15][CH:16]=4)[C:11](=[O:18])[N:10]3[CH2:19][C:20]3[CH:21]=[CH:22][CH:23]=[CH:24][CH:25]=3)=[CH:3][C:2]=2[N:1]=1. Reported procedure: A solution of 3-(3,4-diaminophenyl)-3-hydroxy-2-(phenylmethyl)-2,3-dihydro-1H-isoindol-1-one (613 mg, 1.77 mmol) and cyanogen bromide (188 mg, 1.77 mmol) in anhydrous ethanol (10 mL) was heated to 60° C. for 16 h. The reaction mixture was cooled and partitioned between ethyl acetate (200 mL) and saturated aqueous sodium bicarbonate. The organic layer was washed with water and brine then dried over anhydrous magnesium sulfate, filtered and the filtrate concentrated in vacuo. The residue was purif...